Dataset: the Open Reaction Database (ORD), a public repository of structured organic reaction records. Task: describe an organic reaction: reactants, conditions, products, and yield Starting materials: O=C1N(C(C=C1C[C@@H](C(=O)OC(C)(C)C)NC(=O)OC(C)(C)C)=O)C (tert-Butyl (S)-2,5-Dihydro-2,5-dioxo-1-methyl-α-[(tertbutoxycarbonyl)amino]pyrrole-3-propanoate). The solvent is C(F)(F)(F)C(=O)O (CF3CO2H). Conditions: time 8 hour. Yields the product O=C1N(C(C=C1C[C@@H](C(=O)O)N)=O)C ((S)-2,5-Dihydro-2,5-dioxo-α-amino-1-methylpyrrole-3-propanoic Acid). Yield: 59.5%. As a reaction SMILES: [O:1]=[C:2]1[C:6]([CH2:7][C@H:8]([NH:16]C(OC(C)(C)C)=O)[C:9]([O:11]C(C)(C)C)=[O:10])=[CH:5][C:4](=[O:24])[N:3]1[CH3:25]>C(C(O)=O)(F)(F)F>[O:1]=[C:2]1[C:6]([CH2:7][C@H:8]([NH2:16])[C:9]([OH:11])=[O:10])=[CH:5][C:4](=[O:24])[N:3]1[CH3:25]. Reported procedure: Compound 12 (1 g, 2.8 mmol) was dissolved in CF3CO2H (20 mL) which had been precooled in an ice bath. This mixture was stirred overnight at room temperature. The acid was removed under vacuum and the residue dried under high vacuum overnight. This residue was dissolved in water (1 mL) and subjected to cation-exchange chromatography (AG 50W-X8, column volume=3 mL). The column was eluted with water, and the fractions corresponding to product were evaporated to dryness. The residue was dissolved in... Reactants: N1=CC(=CC=C1)OC1=CC=C(C=O)C=C1 (4-(3-pyridyloxy)benzaldehyde), C(CC)(=O)[O-].[Na+] (sodium propionate), C(CC)(=O)OC(CC)=O (propionic anhydride), [OH-].[Na+] (sodium hydroxide). The product is CC(C(=O)O)=CC1=CC=C(C=C1)OC=1C=NC=CC1 (2-methyl-3-[4-(3-pyridyloxy)phenyl]propenoic acid). The yield is 55.7%. RXN SMILES: [N:1]1[CH:6]=[CH:5][CH:4]=[C:3]([O:7][C:8]2[CH:15]=[CH:14][C:11]([CH:12]=O)=[CH:10][CH:9]=2)[CH:2]=1.[C:16]([O-:20])(=[O:19])[CH2:17][CH3:18].[Na+].C(OC(=O)CC)(=O)CC.[OH-].[Na+]>>[CH3:18][C:17](=[CH:12][C:11]1[CH:14]=[CH:15][C:8]([O:7][C:3]2[CH:2]=[N:1][CH:6]=[CH:5][CH:4]=2)=[CH:9][CH:10]=1)[C:16]([OH:20])=[O:19] |f:1.2,4.5|. Procedure: A mixture of 7 g of 4-(3-pyridyloxy)benzaldehyde, 4 g of sodium propionate and 8 ml of propionic anhydride was heated at a temperature of 135° to 140° C. for 2 hours. After allowing the mixture to cool, the mixture was rendered alkaline with an aqueous solution of sodium hydroxide, washed with dichloromethane and rendered acidic with acetic acid. The precipitated crystals were separated by filtration, washed with water and recrystallized from methanol to obtain 5 g (56% yield) of 2-methyl-3-[4-(...